The task is: describe an organic reaction: reactants, conditions, products, and yield. This data is from the Open Reaction Database (ORD), a public repository of structured organic reaction records. The reactants are COC=1C=C(C=CC1)O (3-methoxyphenol), C(=O)([O-])[O-].[Cs+].[Cs+] (Cs2CO3), BrCC(=O)OC (methyl bromoacetate). The solvent is CN(C)C=O (DMF). Conditions: time 8 hour. Yields the product COC=1C=C(OCC(=O)OC)C=CC1 (Methyl 2-(3-methoxyphenoxy)acetate). The yield is 88.5%. RXN SMILES: [CH3:1][O:2][C:3]1[CH:4]=[C:5]([OH:9])[CH:6]=[CH:7][CH:8]=1.C([O-])([O-])=O.[Cs+].[Cs+].Br[CH2:17][C:18]([O:20][CH3:21])=[O:19]>CN(C=O)C>[CH3:1][O:2][C:3]1[CH:4]=[C:5]([CH:6]=[CH:7][CH:8]=1)[O:9][CH2:17][C:18]([O:20][CH3:21])=[O:19] |f:1.2.3|. Reported procedure: To a mixture of 3-methoxyphenol (20 g, 161.3 mmol) and Cs2CO3 (52.4 g, 161.3 mmol) in DMF (200 mL), methyl bromoacetate (24.5 g, 161.3 mmol) was added. The reaction mixture was stirred at room temperature under argon overnight. The inorganic precipitate was filtered off, and the filtrate was concentrated under reduced pressure. The residue was partitioned between water (200 mL) and CH2Cl2 (200 mL×3). The combined organic solution was dried over Na2SO4 and evaporated to give (28 g, 90%) product. Reactants: OCCCCCCBr, CC(C)O, [Na+], [OH-], Sc1nc2ccccc2[nH]1. Product: OCCCCCCSc1nc2ccccc2[nH]1. Reaction SMILES: [Br:11][CH2:12][CH2:13][CH2:14][CH2:15][CH2:16][CH2:17][OH:18].[CH:21]([OH:22])([CH3:23])[CH3:24].[Na+:20].[OH-:19].[SH:1][c:2]1[nH:3][c:4]2[c:5]([n:6]1)[cH:7][cH:8][cH:9][cH:10]2>>[S:1]([c:2]1[nH:3][c:4]2[c:5]([n:6]1)[cH:7][cH:8][cH:9][cH:10]2)[CH2:12][CH2:13][CH2:14][CH2:15][CH2:16][CH2:17][OH:18]. Product: CCOc1ccccn1. The reactants are CN1CCN(c2ccc(Nc3ncc(Br)n4ccnc34)cc2)CC1, CCOc1cc(B2OC(C)(C)C(C)(C)O2)ccn1, CC(C)(C)[O-], [Na+], CN(C)C=O, O, c1ccc(P(c2ccccc2)(c2ccccc2)[Pd](P(c2ccccc2)(c2ccccc2)c2ccccc2)(P(c2ccccc2)(c2ccccc2)c2ccccc2)P(c2ccccc2)(c2ccccc2)c2ccccc2)cc1. As a reaction SMILES: [Br:19][c:20]1[n:21]2[cH:22][cH:23][n:24][c:25]2[c:26]([NH:27][c:28]2[cH:29][cH:30][c:31]([N:32]3[CH2:33][CH2:34][N:35]([CH3:36])[CH2:37][CH2:38]3)[cH:39][cH:40]2)[n:41][cH:42]1.[CH2:1]([CH3:2])[O:3][c:4]1[n:5][cH:6][cH:7][c:8]([B:10]2[O:11][C:12]([CH3:13])([CH3:14])[C:15]([CH3:16])([CH3:17])[O:18]2)[cH:9]1.[CH3:43][C:44]([CH3:45])([O-:46])[CH3:47].[Na+:48].[O:49]=[CH:50][N:51]([CH3:52])[CH3:53].[OH2:54].[cH:55]1[cH:56][cH:57][c:58]([P:59]([Pd:60]([P:61]([c:62]2[cH:63][cH:64][cH:65][cH:66][cH:67]2)([c:68]2[cH:69][cH:70][cH:71][cH:72][cH:73]2)[c:74]2[cH:75][cH:76][cH:77][cH:78][cH:79]2)([P:80]([c:81]2[cH:82][cH:83][cH:84][cH:85][cH:86]2)([c:87]2[cH:88][cH:89][cH:90][cH:91][cH:92]2)[c:93]2[cH:94][cH:95][cH:96][cH:97][cH:98]2)[P:99]([c:100]2[cH:101][cH:102][cH:103][cH:104][cH:105]2)([c:106]2[cH:107][cH:108][cH:109][cH:110][cH:111]2)[c:112]2[cH:113][cH:114][cH:115][cH:116][cH:117]2)([c:118]2[cH:119][cH:120][cH:121][cH:122][cH:123]2)[c:124]2[cH:125][cH:126][cH:127][cH:128][cH:129]2)[cH:130][cH:131]1>>[CH2:1]([CH3:2])[O:3][c:4]1[n:5][cH:6][cH:7][cH:8][cH:9]1.